From a dataset of the Open Reaction Database (ORD), a public repository of structured organic reaction records. describe an organic reaction: reactants, conditions, products, and yield Starting materials: C1=CC(=CC(=C1)Cl)C(=O)OO (mCPBA), C1(CCCC1)OC1=CC(=NC=N1)NC=1O[C@]2(CN3CCC2CC3)CN1 ((R)—N-(6-(cyclopentyloxy)pyrimidin-4-yl)-4H-1′-azaspiro[oxazole-5,3′-bicyclo[2.2.2]octan]-2-amine). The solvent is C1CCOC1 (THF). Run at time 18 hour. Product: C1(CCCC1)OC1=CC(=NC=N1)NC=1O[C@]2(C[N+]3(CCC2CC3)[O-])CN1 ((S)-2-(6-(cyclopentyloxy)pyrimidin-4-ylamino)-4H-1′-azaspiro[oxazole-5,3′-bicyclo[2.2.2]octane]1′-oxide), solid. The yield is 40.6%. As a reaction SMILES: C1C=C(Cl)C=C(C(OO)=[O:9])C=1.[CH:12]1([O:17][C:18]2[N:23]=[CH:22][N:21]=[C:20]([NH:24][C:25]3[O:26][C@:27]4([CH2:35][N:36]=3)[CH:32]3[CH2:33][CH2:34][N:29]([CH2:30][CH2:31]3)[CH2:28]4)[CH:19]=2)[CH2:16][CH2:15][CH2:14][CH2:13]1>C1COCC1>[CH:12]1([O:17][C:18]2[N:23]=[CH:22][N:21]=[C:20]([NH:24][C:25]3[O:26][C@:27]4([CH2:35][N:36]=3)[CH:32]3[CH2:31][CH2:30][N+:29]([O-:9])([CH2:34][CH2:33]3)[CH2:28]4)[CH:19]=2)[CH2:16][CH2:15][CH2:14][CH2:13]1. Procedure: mCPBA (0.114 g, 0.510 mmol) was added to a solution of (R)—N-(6-(cyclopentyloxy)pyrimidin-4-yl)-4H-1′-azaspiro[oxazole-5,3′-bicyclo[2.2.2]octan]-2-amine (0.175 g, 0.510 mmol) in THF (15 ml). The mixture was stirred at room temperature for 18 h and concentrated. The residue was purified by silica gel chromatography (5-25% 9:1 methanol:ammonium hydroxide-ethyl acetate) to afford (S)-2-(6-(cyclopentyloxy)pyrimidin-4-ylamino)-4H-1′-azaspiro[oxazole-5,3′-bicyclo[2.2.2]octane]1′-oxide an off-white sol... Reaction SMILES: [CH2:19]([Al+:20][CH2:21][CH:22]([CH3:23])[CH3:24])[CH:25]([CH3:26])[CH3:27].[CH3:28][OH:29].[CH3:31][c:32]1[cH:33][cH:34][cH:35][cH:36][cH:37]1.[ClH:30].[H-:18].[cH:1]1[cH:2][cH:3][cH:4][c:5]2[c:6]1[CH2:7][CH2:8][CH2:9][CH2:10][CH:11]2[CH2:12][C:13](=[O:14])[O:15][CH2:16][CH3:17]>>[cH:1]1[cH:2][cH:3][cH:4][c:5]2[c:6]1[CH2:7][CH2:8][CH2:9][CH2:10][CH:11]2[CH2:12][CH:13]=[O:14]. Starting materials: CC(C)C[Al+]CC(C)C, CO, Cc1ccccc1, Cl, [H-], CCOC(=O)CC1CCCCc2ccccc21. Yields the product O=CCC1CCCCc2ccccc21. Starting materials: OC1=CC=C(C(=O)O)C=C1 (p-Hydroxybenzoic acid), O (water), OC1=CC=C(C(=O)O)C=C1 (p-hydroxybenzoic acid), COC1=CC=C(C=C1)N=C=O (p-Methoxyphenylisocyanate). The reagents and catalysts are [O-]CC.[Na+] (sodium ethoxide). The solvent is CC(=O)N(C)C (dimethylacetamide). Reaction conditions: temperature 30 celsius, time 25 minute. Yields the product OC1=CC=C(C(=O)NC2=CC=C(C=C2)OC)C=C1 (4-hydroxy-4'-methoxybenzanilide). Isolated yield 81.2%. As a reaction SMILES: [OH:1][C:2]1[CH:10]=[CH:9][C:5]([C:6]([OH:8])=O)=[CH:4][CH:3]=1.[CH3:11][O:12][C:13]1[CH:18]=[CH:17][C:16]([N:19]=C=O)=[CH:15][CH:14]=1.O>[O-]CC.[Na+].CC(N(C)C)=O>[OH:1][C:2]1[CH:3]=[CH:4][C:5]([C:6]([NH:19][C:16]2[CH:17]=[CH:18][C:13]([O:12][CH3:11])=[CH:14][CH:15]=2)=[O:8])=[CH:9][CH:10]=1 |f:3.4|. Procedure: p-Hydroxybenzoic acid (69.06 grams, 0.50 mole), sodium ethoxide catalyst (0.155 gram, 0.225% wt. of the p-hydroxybenzoic acid used) and dimethylacetamide solvent (400 grams) are added to a reactor equipped with a reflux condenser and stirred under a nitrogen atmosphere at 80° C. p-Methoxyphenylisocyanate (78.30 grams, 0.525 mole) is added dropwise over a ten minute period with cooling of the reactor exterior to maintain the 80° C. reaction temperature. After an additional ten minutes at 80620 C.... The reactants are C(C)(C)(C)OC(NCC1=CC=C(C=C1)C(NC1=CC=C(C=C1)NC1=NC(=CC=2N1N=CC2)C2=CC1=CC=C(C=C1C=C2)OCC2=CC=CC=C2)=O)=O ((4-{4-[5-(6-benzyloxy-naphthalen-2-yl)-pyrazolo[1,5-c]pyrimidin-7-ylamino]-phenylcarbamoyl}-benzyl)-carbamic acid tert-butyl ester), C(C)(C)(C)OC(NCC1=CC=C(C=C1)C(NC1=CC=C(C=C1)NC1=NC(=CC=2N1N=CC2)C2=CC1=CC=C(C=C1C=C2)OCC2=CC=CC=C2)=O)=O ((4-{4-[5-(6-benzyloxy-naphthalen-2-yl)-pyrazolo[1,5-c]pyrimidin-7-ylamino]-phenylcarbamoyl}-benzyl)-carbamic acid tert-butyl ester). Reagents/catalysts: [Pd] (Pd/C). The solvent is O1CCOCC1 (dioxane). The product is C(C)(C)(C)OC(NCC1=CC=C(C=C1)C(NC1=CC=C(C=C1)NC1=NC(=CC=2N1N=CC2)C2=CC1=CC=C(C=C1C=C2)O)=O)=O ((4-{4-[5-(6-Hydroxy-naphthalen-2-yl)-pyrazolo[1,5-c]pyrimidin-7-ylamino]-phenylcarbamoyl}-benzyl)-carbamic acid tert-butyl ester). The yield is 48.0%. Reaction SMILES: [C:1]([O:5][C:6](=[O:52])[NH:7][CH2:8][C:9]1[CH:14]=[CH:13][C:12]([C:15](=[O:51])[NH:16][C:17]2[CH:22]=[CH:21][C:20]([NH:23][C:24]3[N:29]4[N:30]=[CH:31][CH:32]=[C:28]4[CH:27]=[C:26]([C:33]4[CH:42]=[CH:41][C:40]5[C:35](=[CH:36][CH:37]=[C:38]([O:43]CC6C=CC=CC=6)[CH:39]=5)[CH:34]=4)[N:25]=3)=[CH:19][CH:18]=2)=[CH:11][CH:10]=1)([CH3:4])([CH3:3])[CH3:2]>O1CCOCC1.[Pd]>[C:1]([O:5][C:6](=[O:52])[NH:7][CH2:8][C:9]1[CH:10]=[CH:11][C:12]([C:15](=[O:51])[NH:16][C:17]2[CH:22]=[CH:21][C:20]([NH:23][C:24]3[N:29]4[N:30]=[CH:31][CH:32]=[C:28]4[CH:27]=[C:26]([C:33]4[CH:42]=[CH:41][C:40]5[C:35](=[CH:36][CH:37]=[C:38]([OH:43])[CH:39]=5)[CH:34]=4)[N:25]=3)=[CH:19][CH:18]=2)=[CH:13][CH:14]=1)([CH3:4])([CH3:2])[CH3:3]. Procedure details: A mixture of (4-{4-[5-(6-benzyloxy-naphthalen-2-yl)-pyrazolo[1,5-c]pyrimidin-7-ylamino]-phenylcarbamoyl}-benzyl)-carbamic acid tert-butyl ester (compound A2)(750 mg) and Pd/C (10%, 100 mg) in dioxane (100 ml) is hydrogenated (1.1 bar) at 80° C. for 3 days. The reaction mixture is filtered and the filtrate is evaporated. After silica gel flash chromatography the product is obtained as colorless solid in 48% yield.